From a dataset of the Open Reaction Database (ORD), a public repository of structured organic reaction records. describe an organic reaction: reactants, conditions, products, and yield The reactants are O=C(C(C(CC)(C)C)=O)N1[C@@H](CCC1)C(=O)O ((2S)-1-(1,2-dioxo-3,3-dimethylpentyl)-2-pyrrolidine-carboxylic acid), C(CC1=CC=CC=C1)O (phenethyl alcohol), C1(CCCCC1)N=C=NC1CCCCC1 (dicyclohexylcarbodiimide), C12(C(=O)CC(CC1)C2(C)C)CS(=O)(=O)O (camphorsulphonic acid). The reagents and catalysts are CN(C1=CC=NC=C1)C (4-dimethylaminopyridine). The solvent is C(Cl)Cl (methylene chloride). Run at time 8 hour. The product is CC(C(C(=O)N1[C@@H](CCC1)C(=O)OCCC1=CC=CC=C1)=O)(CC)C (2-Phenyl-1-ethyl (2S)-1-(3,3-dimethyl-1,2-dioxopentyl)-2-pyrrolidinecarboxylate). The yield is 73.6%. Reaction SMILES: [O:1]=[C:2]([N:10]1[CH2:14][CH2:13][CH2:12][C@H:11]1[C:15]([OH:17])=[O:16])[C:3](=[O:9])[C:4]([CH3:8])([CH3:7])[CH2:5][CH3:6].[CH2:18](O)[CH2:19][C:20]1[CH:25]=[CH:24][CH:23]=[CH:22][CH:21]=1.C1(N=C=NC2CCCCC2)CCCCC1.C12(CS(O)(=O)=O)C(C)(C)C(CC1)CC2=O>CN(C)C1C=CN=CC=1.C(Cl)Cl>[CH3:8][C:4]([CH3:7])([CH2:5][CH3:6])[C:3](=[O:9])[C:2]([N:10]1[CH2:14][CH2:13][CH2:12][C@H:11]1[C:15]([O:17][CH2:18][CH2:19][C:20]1[CH:25]=[CH:24][CH:23]=[CH:22][CH:21]=1)=[O:16])=[O:1]. Procedure details: A mixture of (2S)-1-(1,2-dioxo-3,3-dimethylpentyl)-2-pyrrolidine-carboxylic acid (570 mg; 2.36 mmol), phenethyl alcohol (432 mg; 3.54 mmol), dicyclohexylcarbodiimide (780 mg; 3.78 mmol), 4-dimethylaminopyridine (98 mg; 0.79 mmol) and camphorsulphonic acid (183 mg; 0.79 mmol) in methylene chloride (30 mL) was stirred overnight under a nitrogen atmosphere. The reaction mixture was filtered through Celite to remove solids and concentrated in vacuo, and the crude material was purified on a flash col... Starting materials: C1(CC1)N1C=C(C(C2=CC(=C(C=C12)N1CC(NCC1)C1=NC=CC=C1)F)=O)C(=O)O (1-Cyclopropyl-6-fluoro-1.4-dihydro-4-oxo-7-[3-(2-pyridinyl) -1-piperazinyl]-3-quinolinecarboxylic acid), C(Cl)(Cl)Cl (chloroform), CN(C=O)C (dimethylformamide). The reagents and catalysts are Cl (hydrochloric acid). Run in C(C)O (ethanol). The product is Cl.C1(CC1)N1C=C(C(C2=CC(=C(C=C12)N1CC(NCC1)C1=NC=CC=C1)F)=O)C(=O)O (1-Cyclopropyl-6-fluoro-1,4-dihydro-4-oxo-7-[3-(2-pyridinyl) -1-piperazinyl]-3-quinolinecarboxylic acid, monohydrochloride). Reaction SMILES: [CH:1]1([N:4]2[C:13]3[C:8](=[CH:9][C:10]([F:26])=[C:11]([N:14]4[CH2:19][CH2:18][NH:17][CH:16]([C:20]5[CH:25]=[CH:24][CH:23]=[CH:22][N:21]=5)[CH2:15]4)[CH:12]=3)[C:7](=[O:27])[C:6]([C:28]([OH:30])=[O:29])=[CH:5]2)[CH2:3][CH2:2]1.C(Cl)(Cl)[Cl:32].CN(C)C=O>C(O)C.Cl>[ClH:32].[CH:1]1([N:4]2[C:13]3[C:8](=[CH:9][C:10]([F:26])=[C:11]([N:14]4[CH2:19][CH2:18][NH:17][CH:16]([C:20]5[CH:25]=[CH:24][CH:23]=[CH:22][N:21]=5)[CH2:15]4)[CH:12]=3)[C:7](=[O:27])[C:6]([C:28]([OH:30])=[O:29])=[CH:5]2)[CH2:2][CH2:3]1 |f:5.6|. Procedure details: A 54 mg portion of the base compound from Example 128 was dissolved, with heat, in a mixture of ethanol, chloroform and a little dimethylformamide. A few drops of concentrated hydrochloric acid were added, the solid was collected, washed with water, ether and dried, giving 35 mg of the desired product.